This data is from the Open Reaction Database (ORD), a public repository of structured organic reaction records. The task is: describe an organic reaction: reactants, conditions, products, and yield Reactants: COC1=CC=C(C=C1)S(=O)(=O)NC1=CC(=CC=C1)C1=CN(C=2N=CN=C(C21)N[C@@H](C)C2=NN1C(C(N2C2=CC=CC=C2)=O)=C(C=C1)C)COCC[Si](C)(C)C ((S)-4-Methoxy-N-(3-(4-((1-(5-methyl-4-oxo-3-phenyl-3,4-dihydropyrrolo[2,1-f][1,2,4]triazin-2-yl)ethyl)amino)-7-((2-(trimethylsilyl)ethoxy)methyl)-7H-pyrrolo[2,3-d]pyrimidin-5-yl)phenyl)benzenesulfonamide), FC(C(=O)O)(F)F (trifluoroacetic acid), N (ammonia). Yields the product COC1=CC=C(C=C1)S(=O)(=O)NC1=CC(=CC=C1)C1=CNC=2N=CN=C(C21)N[C@@H](C)C2=NN1C(C(N2C2=CC=CC=C2)=O)=C(C=C1)C ((S)-4-Methoxy-N-(3-(4-((1-(5-methyl-4-oxo-3-phenyl-3,4-dihydropyrrolo[2,1-f][1,2,4]triazin-2-yl)ethyl)amino)-7H-pyrrolo[2,3-d]pyrimidin-5-yl)phenyl)benzenesulfonamide). The yield is 100.5%. As a reaction SMILES: [CH3:1][O:2][C:3]1[CH:8]=[CH:7][C:6]([S:9]([NH:12][C:13]2[CH:18]=[CH:17][CH:16]=[C:15]([C:19]3[C:27]4[C:26]([NH:28][C@H:29]([C:31]5[N:36]([C:37]6[CH:42]=[CH:41][CH:40]=[CH:39][CH:38]=6)[C:35](=[O:43])[C:34]6=[C:44]([CH3:47])[CH:45]=[CH:46][N:33]6[N:32]=5)[CH3:30])=[N:25][CH:24]=[N:23][C:22]=4[N:21](COCC[Si](C)(C)C)[CH:20]=3)[CH:14]=2)(=[O:11])=[O:10])=[CH:5][CH:4]=1.FC(F)(F)C(O)=O.N>>[CH3:1][O:2][C:3]1[CH:4]=[CH:5][C:6]([S:9]([NH:12][C:13]2[CH:18]=[CH:17][CH:16]=[C:15]([C:19]3[C:27]4[C:26]([NH:28][C@H:29]([C:31]5[N:36]([C:37]6[CH:42]=[CH:41][CH:40]=[CH:39][CH:38]=6)[C:35](=[O:43])[C:34]6=[C:44]([CH3:47])[CH:45]=[CH:46][N:33]6[N:32]=5)[CH3:30])=[N:25][CH:24]=[N:23][C:22]=4[NH:21][CH:20]=3)[CH:14]=2)(=[O:10])=[O:11])=[CH:7][CH:8]=1. Procedure details: (S)-4-Methoxy-N-(3-(4-((1-(5-methyl-4-oxo-3-phenyl-3,4-dihydropyrrolo[2,1-f][1,2,4]triazin-2-yl)ethyl)amino)-7-((2-(trimethylsilyl)ethoxy)methyl)-7H-pyrrolo[2,3-d]pyrimidin-5-yl)phenyl)benzenesulfonamide (25 mg, 0.02 mmol) was treated with trifluoroacetic acid (500 μl, 6.49 mmol) and a solution of ammonia (7N in methanol, 500 μl, 3.50 mmol) according to the method described in Example 27. The residue was purified using SP1® Purification System (0% to 100% n-hexane-ethyl acetate) to obtain 13 mg ... Reactants: BrC1=C(C=C(C(=O)O)C=C1OC)OC (4-bromo-3,5-dimethoxybenzoic acid), C1CCOC1 (THF), CSC.B (borane methyl sulfide). The solvent is O (Water). Product: BrC1=C(C=C(C=C1OC)CO)OC ((4-Bromo-3,5-dimethoxyphenyl)methanol). Isolated yield 99.5%. Reaction SMILES: [Br:1][C:2]1[C:10]([O:11][CH3:12])=[CH:9][C:5]([C:6](O)=[O:7])=[CH:4][C:3]=1[O:13][CH3:14].C1COCC1.CSC.B>O>[Br:1][C:2]1[C:10]([O:11][CH3:12])=[CH:9][C:5]([CH2:6][OH:7])=[CH:4][C:3]=1[O:13][CH3:14] |f:2.3|. Procedure details: To a mixture of 4-bromo-3,5-dimethoxybenzoic acid (50.0 g, 192 mmol) and THF (1 L) was added borane methyl sulfide (27.1 mL, 286 mmol) while cooling on ice, and the mixture was heated to reflux for one hour. Water was gradually added to the mixture while cooling on ice, and the solvent in the mixture was then distilled off under reduced pressure. To the residue, water and ethyl acetate were added. After thoroughly shaking the mixture, the organic layer was separated, and the organic layer was wa...